This data is from the Open Reaction Database (ORD), a public repository of structured organic reaction records. The task is: describe an organic reaction: reactants, conditions, products, and yield Yields the product C1(CCCC1)N1NC(=C2C1=NC(=NC2=O)C2=C(C=CC=C2)OCC(=O)O)CC (1-cyclopentyl-3-ethyl-6-[2-(carboxymethoxy)phenyl]pyrazolo[3,4-d]pyrimidin-4-one). Isolated yield 74.9%. As a reaction SMILES: [CH:1]1([N:6]2[C:10]3=[N:11][C:12]([C:16]4[CH:21]=[CH:20][CH:19]=[CH:18][C:17]=4[O:22][CH2:23][C:24]([O:26]CC)=[O:25])=[N:13][C:14](=[O:15])[C:9]3=[C:8]([CH2:29][CH3:30])[NH:7]2)[CH2:5][CH2:4][CH2:3][CH2:2]1.C([O-])([O-])=O.[K+].[K+].O>C(O)C>[CH:1]1([N:6]2[C:10]3=[N:11][C:12]([C:16]4[CH:21]=[CH:20][CH:19]=[CH:18][C:17]=4[O:22][CH2:23][C:24]([OH:26])=[O:25])=[N:13][C:14](=[O:15])[C:9]3=[C:8]([CH2:29][CH3:30])[NH:7]2)[CH2:2][CH2:3][CH2:4][CH2:5]1 |f:1.2.3|. Reactants: C1(CCCC1)N1NC(=C2C1=NC(=NC2=O)C2=C(C=CC=C2)OCC(=O)OCC)CC (1-cyclopentyl-3-ethyl-6-[2-(ethoxycarbonylmethoxy)pheny]pyrazolo[3,4-d]pyrimidin-4-one), C(=O)([O-])[O-].[K+].[K+] (K2CO3), O (water). Solvent: C(C)O (ethanol). Reported procedure: A mixture of 1-cyclopentyl-3-ethyl-6-[2-(ethoxycarbonylmethoxy)pheny]pyrazolo[3,4-d]pyrimidin-4-one (3.0 g, 7.3 mmol), K2CO3 (3.04 g), water (20 ml) and ethanol (50 ml) was refluxed for 1.5 hours. The reaction mixture was cooled, the solvent was removed in vacuo and the residue was slurried with water and acidified. A precipitate formed which was collected by filtration, recrystallized from isopropanol and dried at 90° C. The solid was dissolved in 10% K2CO3 (100 ml), treated with DARCO®, filter... Starting materials: COC(=O)C=1NC=NC1 (3H-Imidazole-4-carboxylic acid methyl ester), BrCC1=NOC(=C1)C=1SC(=CC1)Cl (3-Bromomethyl-5-(5-chloro-thiophen-2-yl)-isoxazole), O (water), 0107436 A2. Run in CN(C)C=O (DMF). Conditions: time 2 hour. The product is COC(=O)C=1N(C=NC1)CC1=NOC(=C1)C=1SC(=CC1)Cl (3-[5-(5-Chloro-thiophen-2-yl)-isoxazol-3-ylmethyl]-3H-imidazole-4-carboxylic acid methyl ester). As a reaction SMILES: [CH3:1][O:2][C:3]([C:5]1[NH:6][CH:7]=[N:8][CH:9]=1)=[O:4].Br[CH2:11][C:12]1[CH:16]=[C:15]([C:17]2[S:18][C:19]([Cl:22])=[CH:20][CH:21]=2)[O:14][N:13]=1.O>CN(C=O)C>[CH3:1][O:2][C:3]([C:5]1[N:6]([CH2:11][C:12]2[CH:16]=[C:15]([C:17]3[S:18][C:19]([Cl:22])=[CH:20][CH:21]=3)[O:14][N:13]=2)[CH:7]=[N:8][CH:9]=1)=[O:4]. Procedure details: To a solution of 250 mg 3H-Imidazole-4-carboxylic acid methyl ester in 2 ml DMF 273 mg potassium carbonate and 607 mg 3-Bromomethyl-5-(5-chloro-thiophen-2-yl)-isoxazole [prepared by adopting a procedure described by Ewing, William R.; Becker, Michael R.; Choi-Sledeski, Yong Mi; Pauls, Heinz W.; He, Wei; Condon, Stephen M.; Davis, Roderick S.; Hanney, Barbara A.; Spada, Alfred P.; Burns, Christopher J.; Jiang, John Z.; Li, Aiwen; Myers, Michael R.; Lau, Wan F.; Poli, Gregory B; PCT Int. Appl. (20...